Dataset: the Open Reaction Database (ORD), a public repository of structured organic reaction records. Task: describe an organic reaction: reactants, conditions, products, and yield Reactants: S(O)(O)(=O)=O (sulfuric acid), [N+](=O)(O)[O-] (nitric acid), C(C)C1(C2=C(NC(O1)=O)C=CC=C2)CC (4,4-diethyl-1,4-dihydro-benzo[d][1,3]oxazin-2-one). Run in C(C)(=O)O (acetic acid). Reaction conditions: time 10 minute. Product: C(C)C1(OC(NC2=C1C=C(C=C2)[N+](=O)[O-])=O)CC (4,4-diethyl-6-nitro-1,4-dihydro-2H-3,1-benzoxazin-2-one), solid. Isolated yield 69.0%. RXN SMILES: [CH2:1]([C:3]1([CH2:14][CH3:15])[O:8][C:7](=[O:9])[NH:6][C:5]2[CH:10]=[CH:11][CH:12]=[CH:13][C:4]1=2)[CH3:2].S(=O)(=O)(O)O.[N+:21]([O-])([OH:23])=[O:22]>C(O)(=O)C>[CH2:14]([C:3]1([CH2:1][CH3:2])[C:4]2[CH:13]=[C:12]([N+:21]([O-:23])=[O:22])[CH:11]=[CH:10][C:5]=2[NH:6][C:7](=[O:9])[O:8]1)[CH3:15]. Procedure details: To a stirred suspension of 4,4-diethyl-1,4-dihydro-benzo[d][1,3]oxazin-2-one (6.00 g, 29.20 mmol) in a mixture of glacial acetic acid (25 mL) and concentrated sulfuric acid (25 mL) was slowly added concentrated nitric acid (5 mL). After stirring 10 minutes, the reaction mixture was quenched with a chilled brine solution (100 mL) and ice. A solid precipitated, which was collected on a filter and washed with water. After drying in vacuo, 4,4-diethyl-6-nitro-1,4-dihydro-2H-3,1-benzoxazin-2-one was ...